Dataset: the Open Reaction Database (ORD), a public repository of structured organic reaction records. Task: describe an organic reaction: reactants, conditions, products, and yield Starting materials: CC(C)(C)OC(=O)N1CCCNCC1, CCN=C=NCCCN(C)C, CCOC(=O)c1cc2cc(C(=O)O)ccc2[nH]1, Cl. Yields the product CCOC(=O)c1cc2cc(C(=O)N3CCCN(C(=O)OC(C)(C)C)CC3)ccc2[nH]1. As a reaction SMILES: [C:18]([CH3:19])([CH3:20])([CH3:21])[O:22][C:23](=[O:24])[N:25]1[CH2:26][CH2:27][NH:28][CH2:29][CH2:30][CH2:31]1.[CH2:33]([N:34]=[C:35]=[N:36][CH2:37][CH2:38][CH2:39][N:40]([CH3:41])[CH3:42])[CH3:43].[CH3:1][CH2:2][O:3][C:4](=[O:5])[c:6]1[nH:7][c:8]2[cH:9][cH:10][c:11]([C:15](=[O:16])[OH:17])[cH:12][c:13]2[cH:14]1.[ClH:32]>>[CH3:1][CH2:2][O:3][C:4](=[O:5])[c:6]1[nH:7][c:8]2[cH:9][cH:10][c:11]([C:15](=[O:17])[N:28]3[CH2:27][CH2:26][N:25]([C:23]([O:22][C:18]([CH3:19])([CH3:20])[CH3:21])=[O:24])[CH2:31][CH2:30][CH2:29]3)[cH:12][c:13]2[cH:14]1. The reactants are Cl.NC1CC2=CC=CC=C2C1 (2-aminoindane hydrochloride), [N+](=O)([O-])[O-].[K+] (potassium nitrate). The solvent is S(O)(O)(=O)=O (sulfuric acid). Reaction conditions: time 2 hour. The product is Cl.[N+](=O)([O-])C=1C=C2CC(CC2=CC1)N (5-nitro-2-aminoindane hydrochloride). As a reaction SMILES: [ClH:1].[NH2:2][CH:3]1[CH2:11][C:10]2[C:5](=[CH:6][CH:7]=[CH:8][CH:9]=2)[CH2:4]1.[N+:12]([O-])([O-:14])=[O:13].[K+]>S(=O)(=O)(O)O>[ClH:1].[N+:12]([C:7]1[CH:6]=[C:5]2[C:10](=[CH:9][CH:8]=1)[CH2:11][CH:3]([NH2:2])[CH2:4]2)([O-:14])=[O:13] |f:0.1,2.3,5.6|. Procedure details: To 2-aminoindane hydrochloride (19.11 g, 0.112 mol) at 0° C. was added sulfuric acid (60 ml) followed by potassium nitrate (11.84 g, 0.117 mol). The mixture was allowed to warm to room temperature, stirred for an additional 2 hr, then dumped onto ice/50% NaOH (500 ml total). The mixture was extracted with ether (3×200 ml) and the combined extracts were washed with water, dried over magnesium sulfate, filtered, and concentrated to an oil which was converted to the hydrochloride salt. Recrystalliz... Reactants: C(C)OC(C(C#N)N)=O (amino-cyano-acetic acid ethyl ester), C(OCC)(OCC)OCC (triethyl orthoformate), NC=1C=C(C#N)C=CC1 (3-amino-benzonitrile). Product: C(C)OC(=O)C=1N=CN(C1N)C1=CC(=CC=C1)C#N (5-amino-1-(3-cyano-phenyl)-1H-imidazole-4-carboxylic acid ethyl ester). Conditions: time 48 hour. Reported procedure: A solution of amino-cyano-acetic acid ethyl ester (10.6 g, 83.3 mmol) and triethyl orthoformate (12.35 g, 83.3 mmol) in acetonitrile (110 mL) is heated at reflux for 45 min. The reaction mixture is allowed to reach rt and 3-amino-benzonitrile (9.80 g, 83.3 mmol) is added and stirred at rt for 48 h. The crude product obtained is purified by column chromatography (1). Run in C(C)#N (acetonitrile). RXN SMILES: [CH2:1]([O:3][C:4](=[O:9])[CH:5]([NH2:8])[C:6]#[N:7])[CH3:2].[CH:10](OCC)(OCC)OCC.[NH2:20][C:21]1[CH:22]=[C:23]([CH:26]=[CH:27][CH:28]=1)[C:24]#[N:25]>C(#N)C>[CH2:1]([O:3][C:4]([C:5]1[N:8]=[CH:10][N:20]([C:21]2[CH:28]=[CH:27][CH:26]=[C:23]([C:24]#[N:25])[CH:22]=2)[C:6]=1[NH2:7])=[O:9])[CH3:2]. The reactants are CC(Br)Br, COC(CCBr)OC, CC(C)=C[SiH2]Cl, [Mg], C1CCOC1. Product: COC(CC[SiH2]C=C(C)C)OC. As a reaction SMILES: [Br:2][CH:3]([Br:4])[CH3:5].[CH3:6][O:7][CH:8]([CH2:9][CH2:10][Br:11])[O:12][CH3:13].[Cl:14][SiH2:15][CH:16]=[C:17]([CH3:18])[CH3:19].[Mg:1].[O:20]1[CH2:21][CH2:22][CH2:23][CH2:24]1>>[CH3:6][O:7][CH:8]([CH2:9][CH2:10][SiH2:15][CH:16]=[C:17]([CH3:18])[CH3:19])[O:12][CH3:13]. The reactants are NCC=1C=CC(=C(C1)CO)CN(C1CCCC=2C=CC=NC12)CC1=NC=C(C=C1C)C ((5-Aminomethyl-2-{[(3,5-dimethyl-pyridin-2-ylmethyl)-(5,6,7,8-tetrahydro-quinolin-8-yl)-amino]-methyl}-phenyl)-methanol), COC(CBr)=O (methylbromoacetate), CCN(C(C)C)C(C)C (DIPEA). Solvent: C(Cl)Cl (CH2Cl2). The product is COC(CNCC1=CC(=C(C=C1)CN(C1CCCC=2C=CC=NC12)CC1=NC=C(C=C1C)C)CO)=O ((4-{[(3,5-Dimethyl-pyridin-2-ylmethyl)-(5,6,7,8-tetrahydro-quinolin-8-yl)-amino]-methyl}-3-hydroxymethyl-benzylamino)-acetic acid methyl ester). As a reaction SMILES: [NH2:1][CH2:2][C:3]1[CH:4]=[CH:5][C:6]([CH2:11][N:12]([CH2:23][C:24]2[C:29]([CH3:30])=[CH:28][C:27]([CH3:31])=[CH:26][N:25]=2)[CH:13]2[C:22]3[N:21]=[CH:20][CH:19]=[CH:18][C:17]=3[CH2:16][CH2:15][CH2:14]2)=[C:7]([CH2:9][OH:10])[CH:8]=1.[CH3:32][O:33][C:34](=[O:37])[CH2:35]Br.CCN(C(C)C)C(C)C>C(Cl)Cl>[CH3:32][O:33][C:34](=[O:37])[CH2:35][NH:1][CH2:2][C:3]1[CH:4]=[CH:5][C:6]([CH2:11][N:12]([CH2:23][C:24]2[C:29]([CH3:30])=[CH:28][C:27]([CH3:31])=[CH:26][N:25]=2)[CH:13]2[C:22]3[N:21]=[CH:20][CH:19]=[CH:18][C:17]=3[CH2:16][CH2:15][CH2:14]2)=[C:7]([CH2:9][OH:10])[CH:8]=1. Reported procedure: Using General Procedure A: Reaction of (5-Aminomethyl-2-{[(3,5-dimethyl-pyridin-2-ylmethyl)-(5,6,7,8-tetrahydro-quinolin-8-yl)-amino]-methyl}-phenyl)-methanol, methylbromoacetate and DIPEA in CH2Cl2 gave (4-{[(3,5-Dimethyl-pyridin-2-ylmethyl)-(5,6,7,8-tetrahydro-quinolin-8-yl)-amino]-methyl}-3-hydroxymethyl-benzylamino)-acetic acid methyl ester as a white foamy solid. 1H NMR (CDCl3) δ 1.60 (m, 1H), 1.80 (br s, 1H), 1.98 (m, 1H), 2.19 (m, 2H), 2.22 (s 3H), 2.25 (s, 3H), 2.64 (m, 1H), 2.79 (m, 1H)...